describe an organic reaction: reactants, conditions, products, and yield From a dataset of the Open Reaction Database (ORD), a public repository of structured organic reaction records. Starting materials: C1(=CC=CC=C1)S(=O)(=O)Cl (benzenesulphonyl chloride), NCCCCCO (5-amino-1-pentanol). Product: OCCCCCNS(=O)(=O)C1=CC=CC=C1 (N-(5-hydroxypentyl)benzenesulphonamide). Reaction SMILES: [C:1]1([S:7](Cl)(=[O:9])=[O:8])[CH:6]=[CH:5][CH:4]=[CH:3][CH:2]=1.[NH2:11][CH2:12][CH2:13][CH2:14][CH2:15][CH2:16][OH:17]>>[OH:17][CH2:16][CH2:15][CH2:14][CH2:13][CH2:12][NH:11][S:7]([C:1]1[CH:6]=[CH:5][CH:4]=[CH:3][CH:2]=1)(=[O:9])=[O:8]. Procedure: The preparation is carried out as in Example 1(a) from 353 g (2 mol) of benzenesulphonyl chloride and 216.6 g (2.1 mol) of 5-amino-1-pentanol. Reactants: FC1=C(C=O)C=CC(=C1)F (2,4-difluorobenzaldehyde), C(=O)(O)CS(=O)(=O)CS(=O)(=O)CC(=O)O (carboxymethane-sulfonylmethanesulfonyl-acetic acid). The solvent is C(C)(=O)O (acetic acid). The product is FC1=C(/C=C/S(=O)(=O)CS(=O)(=O)\C=C\C2=C(C=C(C=C2)F)F)C=CC(=C1)F (bis((E)-2,4-Difluorostyrylsulfonyl)methane). Isolated yield 75.0%. Reaction SMILES: [F:1][C:2]1[CH:9]=[C:8]([F:10])[CH:7]=[CH:6][C:3]=1[CH:4]=O.C([CH2:14][S:15]([CH2:18][S:19]([CH2:22][C:23](O)=O)(=[O:21])=[O:20])(=[O:17])=[O:16])(O)=O>C(O)(=O)C>[F:1][C:2]1[CH:9]=[C:8]([F:10])[CH:7]=[CH:6][C:3]=1/[CH:4]=[CH:14]/[S:15]([CH2:18][S:19](/[CH:22]=[CH:23]/[C:7]1[CH:6]=[CH:3][C:2]([F:1])=[CH:9][C:8]=1[F:10])(=[O:21])=[O:20])(=[O:17])=[O:16]. Procedure details: A solution of 2,4-difluorobenzaldehyde (2 mmol) and carboxymethane-sulfonylmethanesulfonyl-acetic acid (1 mmol) in acetic acid (10 mL) was subjected to General Procedure 1, to yield the title compound in 75% yield. m.p. 193-195° C. The reactants are Cl.CC1=C(N=CN1)/C=C/C(=O)O ((E)-3-(5-methyl-1H-imidazol-4-yl)acrylic acid hydrochloride), CCCCCCC.C(C)(C)OC(C)C (heptane diisopropyl ether). The reagents and catalysts are [Pd] (palladium-on-charcoal). The solvent is O1CCCC1.O (tetrahydrofuran water). Reaction conditions: time 19 hour. Yields the product Cl.CC1=C(N=CN1)CCC(=O)O (3-(5-methyl-1H-imidazol-4-yl)propanoic acid hydrochloride). Isolated yield 155.5%. RXN SMILES: [ClH:1].[CH3:2][C:3]1[NH:7][CH:6]=[N:5][C:4]=1/[CH:8]=[CH:9]/[C:10]([OH:12])=[O:11].CCCCCCC.C(OC(C)C)(C)C>[Pd].O1CCCC1.O>[ClH:1].[CH3:2][C:3]1[NH:7][CH:6]=[N:5][C:4]=1[CH2:8][CH2:9][C:10]([OH:12])=[O:11] |f:0.1,2.3,5.6,7.8|. Procedure: 60 mg of palladium-on-charcoal at 10% are added to a solution of 387 mg (1.1 mmol) of (E)-3-(5-methyl-1H-imidazol-4-yl)acrylic acid hydrochloride in a 1/1 tetrahydrofuran/water mixture. The reaction medium is placed under a hydrogen atmosphere and stirred for 19 h, and then filtered through celite. The filtrate is concentrated under vacuum. The residue obtained is taken up in a heptane/diisopropyl ether mixture with stirring for 2 h. The white precipitate formed is filtered off and then dried. 3...